From a dataset of the Open Reaction Database (ORD), a public repository of structured organic reaction records. describe an organic reaction: reactants, conditions, products, and yield Starting materials: CC(C)c1ccc2c(Nc3cc(C(=O)Nc4ccc(C(F)(F)F)cn4)ccc3Sc3ccc(NC(=O)OCC(Cl)(Cl)Cl)cc3)ncnc2n1, Cl, [Na+], C1CCOC1, [OH-], O. Product: CC(C)c1ccc2c(Nc3cc(C(=O)Nc4ccc(C(F)(F)F)cn4)ccc3Sc3ccc(N)cc3)ncnc2n1. RXN SMILES: [Cl:1][C:2]([Cl:3])([Cl:4])[CH2:5][O:47][C:48]([NH:6][c:7]1[cH:8][cH:9][c:10]([S:13][c:14]2[c:15]([NH:33][c:34]3[c:35]4[c:36]([n:37][cH:38][n:39]3)[n:40][c:41]([CH:44]([CH3:45])[CH3:46])[cH:42][cH:43]4)[cH:16][c:17]([C:20]([NH:21][c:22]3[n:23][cH:24][c:25]([C:28]([F:29])([F:30])[F:31])[cH:26][cH:27]3)=[O:32])[cH:18][cH:19]2)[cH:11][cH:12]1)=[O:49].[ClH:52].[Na+:51].[O:53]1[CH2:54][CH2:55][CH2:56][CH2:57]1.[OH-:50].[OH2:58]>>[NH2:6][c:7]1[cH:8][cH:9][c:10]([S:13][c:14]2[c:15]([NH:33][c:34]3[c:35]4[c:36]([n:37][cH:38][n:39]3)[n:40][c:41]([CH:44]([CH3:45])[CH3:46])[cH:42][cH:43]4)[cH:16][c:17]([C:20]([NH:21][c:22]3[n:23][cH:24][c:25]([C:28]([F:29])([F:30])[F:31])[cH:26][cH:27]3)=[O:32])[cH:18][cH:19]2)[cH:11][cH:12]1. Starting materials: OC1(C(OCC1)C)C=1SC(=CC1)SC1=CC2=CC=CC=C2C=C1 ((2RS,3RS)-3-hydroxy-2-methyl-3-[5-(naphth-2-ylthio)thien-2-yl]tetrahydrofuran), CI (methyl iodide). The product is COC1(C(OCC1)C)C=1SC(=CC1)SC1=CC2=CC=CC=C2C=C1 ((2RS,3RS)-3-methoxy-2-methyl-3-[5-(naphth-2-ylthio)thien-2-yl]tetrahydrofuran). Yield: 75.0%. RXN SMILES: [OH:1][C:2]1([C:8]2[S:9][C:10]([S:13][C:14]3[CH:23]=[CH:22][C:21]4[C:16](=[CH:17][CH:18]=[CH:19][CH:20]=4)[CH:15]=3)=[CH:11][CH:12]=2)[CH2:6][CH2:5][O:4][CH:3]1[CH3:7].[CH3:24]I>>[CH3:24][O:1][C:2]1([C:8]2[S:9][C:10]([S:13][C:14]3[CH:23]=[CH:22][C:21]4[C:16](=[CH:17][CH:18]=[CH:19][CH:20]=4)[CH:15]=3)=[CH:11][CH:12]=2)[CH2:6][CH2:5][O:4][CH:3]1[CH3:7]. Procedure: Using the procedure described in Example 1, (2RS,3RS)-3-hydroxy-2-methyl-3-[5-(naphth-2-ylthio)thien-2-yl]tetrahydrofuran was reacted with methyl iodide to give (2RS,3RS)-3-methoxy-2-methyl-3-[5-(naphth-2-ylthio)thien-2-yl]tetrahydrofuran in 75% yield as an oil. The reactants are ice water, O=C1C2=C(N=C3N1C=C(C=C3)C#N)SC(=C2)C2=CC=CC=C2 (4-oxo-2-phenyl-4H-pyrido[1,2-a]thieno[2,3-d]-pyrimidine-7-carbonitrile), [N-]=[N+]=[N-].[Na+] (sodium azide), [Cl-].[NH4+] (ammonium chloride), Cl (hydrochloric acid). Solvent: CN(C=O)C (dimethylformamide). The product is C1(=CC=CC=C1)C1=CC2=C(N=C3N(C2=O)C=C(C=C3)C3=NN=NN3)S1 (2-phenyl-7-(1H-tetrazol-5-yl)-4H-pyrido[1,2-a]thieno[2,3-d]pyrimidin-4-one). Yield: 31.8%. Reaction SMILES: [O:1]=[C:2]1[N:7]2[CH:8]=[C:9]([C:12]#[N:13])[CH:10]=[CH:11][C:6]2=[N:5][C:4]2[S:14][C:15]([C:17]3[CH:22]=[CH:21][CH:20]=[CH:19][CH:18]=3)=[CH:16][C:3]1=2.[N-:23]=[N+:24]=[N-:25].[Na+].[Cl-].[NH4+].Cl>CN(C)C=O>[C:17]1([C:15]2[S:14][C:4]3[N:5]=[C:6]4[CH:11]=[CH:10][C:9]([C:12]5[NH:25][N:24]=[N:23][N:13]=5)=[CH:8][N:7]4[C:2](=[O:1])[C:3]=3[CH:16]=2)[CH:22]=[CH:21][CH:20]=[CH:19][CH:18]=1 |f:1.2,3.4|. Reported procedure: A mixture of 1.5 g (0.005 mol) of 4-oxo-2-phenyl-4H-pyrido[1,2-a]thieno[2,3-d]pyrimidine-7-carbonitrile (Example 31), 1.0 g (0.0153 mol) of sodium azide and 0.9 g (0.0168 mol) of ammonium chloride in 200 ml of dimethylformamide is heated at 110°-120° C. for three days. The reaction mixture is cooled, poured into 1 l of ice water and acidified with concentrated hydrochloric acid. The resulting precipitate is filtered and dissolved in hot pyridine, activated charcoal (Darco-G60, Matheson, Coleman ... Starting materials: [Li]CCCC, C1CCOC1, CCOc1ccc(CC#N)cc1, CC(Cl)Cl, Cl. As a reaction SMILES: [CH2:1]([CH2:2][CH2:4][CH3:5])[Li:3].[CH2:23]1[O:24][CH2:25][CH2:26][CH2:27]1.[CH2:6]([CH3:7])[O:8][c:9]1[cH:10][cH:11][c:12]([CH2:15][C:16]#[N:17])[cH:13][cH:14]1.[Cl:18][CH:19]([Cl:20])[CH3:21].[ClH:22]>>[CH2:1]1[CH2:2][C:15]1([c:12]1[cH:11][cH:10][c:9]([O:8][CH2:6][CH3:7])[cH:14][cH:13]1)[C:16]#[N:17]. The product is CCOc1ccc(C2(C#N)CC2)cc1. Starting materials: NC=1C=C2CC3(C(NC4=NC=CC=C43)=O)CC2=CC1 (5-amino-1,3-dihydrospiro[indene-2,3′-pyrrolo[2,3-b]pyridin]-2′(1′H)-one), Cl (hydrochloric acid), ClC1=CC(=NC=N1)NC1=CC2=C(NC(O2)=O)C(=C1)C (6-(6-chloro-pyrimidin-4-ylamino)-4-methyl-3H-benzoxazol-2-one), C([O-])([O-])=O.[K+].[K+] (potassium carbonate). Run in CN1CCCC1=O (NMP), CN(C)C=O (DMF), O (water). Run at temperature 130 celsius, time 2 hour. Product: CC1=CC(=CC2=C1NC(O2)=O)NC2=NC=NC(=C2)NC=2C=C1CC3(C(NC4=NC=CC=C43)=O)CC1=CC2 (4-methyl-6-(6-(2′-oxo-1.1′.2′.3-tetrahydrospiro[indene-2,3′-pyrrolo[2,3-b]pyridin]-5-ylamino)pyrimidin-4-ylamino)benzo[d]oxazol-2(3H)-one). RXN SMILES: [NH2:1][C:2]1[CH:3]=[C:4]2[C:17](=[CH:18][CH:19]=1)[CH2:16][C:6]1([C:14]3[C:9](=[N:10][CH:11]=[CH:12][CH:13]=3)[NH:8][C:7]1=[O:15])[CH2:5]2.Cl[C:21]1[N:26]=[CH:25][N:24]=[C:23]([NH:27][C:28]2[CH:37]=[C:36]([CH3:38])[C:31]3[NH:32][C:33](=[O:35])[O:34][C:30]=3[CH:29]=2)[CH:22]=1.C(=O)([O-])[O-].[K+].[K+].Cl>CN1C(=O)CCC1.O.CN(C=O)C>[CH3:38][C:36]1[C:31]2[NH:32][C:33](=[O:35])[O:34][C:30]=2[CH:29]=[C:28]([NH:27][C:23]2[CH:22]=[C:21]([NH:1][C:2]3[CH:3]=[C:4]4[C:17](=[CH:18][CH:19]=3)[CH2:16][C:6]3([C:14]5[C:9](=[N:10][CH:11]=[CH:12][CH:13]=5)[NH:8][C:7]3=[O:15])[CH2:5]4)[N:26]=[CH:25][N:24]=2)[CH:37]=1 |f:2.3.4|. Procedure details: 57 mg (0.23 mmol) 5-amino-1,3-dihydrospiro[indene-2,3′-pyrrolo[2,3-b]pyridin]-2′(1′H)-one, 80 mg (0.23 mmol) 6-(6-chloro-pyrimidin-4-ylamino)-4-methyl-3H-benzoxazol-2-one and 69 mg (0.50 mmol) potassium carbonate were combined in 1.5 mL NMP and stirred for 2 h at 130° C. Then the reaction mixture was cooled, acidified with 1M aqueous hydrochloric acid solution and stirred for 1 h at 50° C. The reaction mixture was diluted with water, the precipitate was taken up in DMF and purified by preparativ... Reactants: C(C)(=O)N(CCCCC(=O)O)C(C1=CC=CC=C1)C1=CC=CC=C1 (N-acetyl-5-benzhydrylaminovaleric acid), C(C)O (ethanol), C(C1=CC=CC=C1)(C1=CC=CC=C1)NCCCCC(=O)OCC (ethyl 5-benzhydrylaminovalerate), [OH-].[K+] (potassium hydroxide). Reaction conditions: time 12 hour. The product is C(C)(=O)N(CCCCC(=O)N(CCCCC(=O)O)C(C1=CC=CC=C1)C1=CC=CC=C1)C(C1=CC=CC=C1)C1=CC=CC=C1 (N-(N-acetyl-5-benzhydrylaminopentanoyl)-5-benzhydrylaminovaleric acid). Reaction SMILES: [C:1]([N:4]([CH:12]([C:19]1[CH:24]=[CH:23][CH:22]=[CH:21][CH:20]=1)[C:13]1[CH:18]=[CH:17][CH:16]=[CH:15][CH:14]=1)[CH2:5][CH2:6][CH2:7][CH2:8][C:9]([OH:11])=[O:10])(=[O:3])[CH3:2].[CH:25]([NH:38][CH2:39][CH2:40][CH2:41]CC(OCC)=O)([C:32]1[CH:37]=[CH:36][CH:35]=[CH:34][CH:33]=1)[C:26]1[CH:31]=[CH:30][CH:29]=[CH:28][CH:27]=1.[OH-].[K+].[CH2:50]([OH:52])[CH3:51]>>[C:50]([N:38]([CH:25]([C:26]1[CH:27]=[CH:28][CH:29]=[CH:30][CH:31]=1)[C:32]1[CH:33]=[CH:34][CH:35]=[CH:36][CH:37]=1)[CH2:39][CH2:40][CH2:41][CH2:2][C:1]([N:4]([CH:12]([C:19]1[CH:24]=[CH:23][CH:22]=[CH:21][CH:20]=1)[C:13]1[CH:18]=[CH:17][CH:16]=[CH:15][CH:14]=1)[CH2:5][CH2:6][CH2:7][CH2:8][C:9]([OH:11])=[O:10])=[O:3])(=[O:52])[CH3:51] |f:2.3|. Procedure details: Analogously to Example 1, by using equivalent quantities, reacting N-acetyl-5-benzhydrylaminovaleric acid and ethyl 5-benzhydrylaminovalerate and suitable processing, dissolving the evaporation residue in ethanol, adding an ethanolic solution of potassium hydroxide, stirring for 12 hours at room temperature and further processing yields N-(N-acetyl-5-benzhydrylaminopentanoyl)-5-benzhydrylaminovaleric acid. The reactants are C(C)(C)(C)C1=C(C(=CC=C1)C(C)(C)C)O (2,6-di-tert-butylphenol), C([O-])([O-])=O.[K+].[K+] (potassium carbonate), ClC1=CC=C(C=C1)[N+](=O)[O-] (p-chloronitrobenzene). The solvent is CS(=O)C (DMSO), CS(=O)C (DMSO), CS(=O)C (DMSO). Product: C(C)(C)(C)C1=C(C(=CC(=C1)C1=CC=C(C=C1)[N+](=O)[O-])C(C)(C)C)O (2,6-di-tert-butyl-4-(4-nitrophenyl)phenol). Reaction SMILES: [C:1]([C:5]1[CH:10]=[CH:9][CH:8]=[C:7]([C:11]([CH3:14])([CH3:13])[CH3:12])[C:6]=1[OH:15])([CH3:4])([CH3:3])[CH3:2].C(=O)([O-])[O-].[K+].[K+].Cl[C:23]1[CH:28]=[CH:27][C:26]([N+:29]([O-:31])=[O:30])=[CH:25][CH:24]=1>CS(C)=O>[C:11]([C:7]1[CH:8]=[C:9]([C:23]2[CH:28]=[CH:27][C:26]([N+:29]([O-:31])=[O:30])=[CH:25][CH:24]=2)[CH:10]=[C:5]([C:1]([CH3:4])([CH3:3])[CH3:2])[C:6]=1[OH:15])([CH3:14])([CH3:13])[CH3:12] |f:1.2.3|. Procedure: 8.40 g (40.7 mmol) 2,6-di-tert-butylphenol was dissolved in 100 ml dried DMSO. 8 g (58 mmol) potassium carbonate and 8.5 g (54 mmol) p-chloronitrobenzene were added into the DMSO solution. The DMSO solution was heated to 100˜120° C. for 12 hrs with stirring. Then the reaction mixture was allowed to cool to room temperature and poured into distilled water. The aqueous solution was acidified to pH 2˜4 and yellow precipitate was collected by filtration. The yellow precipitate was washed with water ...